From a dataset of the Open Reaction Database (ORD), a public repository of structured organic reaction records. describe an organic reaction: reactants, conditions, products, and yield Reactants: Cl.NCCS (cysteamine hydrochloride), [Na] (sodium), BrCCC1=NSC=C1 (3-bromoethylisothiazole). Run in C(C)O (ethanol). Conditions: time 8 hour. The product is Cl.NCCSCC1=NSC=C1 (2-aminoethyl(thiomethyl]isothiazole hydrochloride). Yield: 99.7%. As a reaction SMILES: [ClH:1].[NH2:2][CH2:3][CH2:4][SH:5].[Na].BrC[CH2:9][C:10]1[CH:14]=[CH:13][S:12][N:11]=1>C(O)C>[ClH:1].[NH2:2][CH2:3][CH2:4][S:5][CH2:9][C:10]1[CH:14]=[CH:13][S:12][N:11]=1 |f:0.1,5.6,^1:5|. Procedure: (a)(i) A solution was prepared by the gradual addition of cysteamine hydrochloride (2.03 g.) to sodium (0.83 g.) dissolved in ethanol (50 ml.) with stirring at 0° under a nitrogen atmosphere. After stirring for 2 hours at 0°, 3-bromoethylisothiazole (3.2 g.) was added dropwise over 15 minutes at 0°, the reaction mixture subsequently being set aside overnight at room temperature. Following acidification to pH 3.5 with hydrochloric acid, concentration and re-evaporation with ethanol, the residue w...